From a dataset of the Open Reaction Database (ORD), a public repository of structured organic reaction records. describe an organic reaction: reactants, conditions, products, and yield Starting materials: C(C)(C)OC=1C=C(C#N)C=CN1 (2-Isopropoxyisonicotinonitrile), [OH-].[Na+] (sodium hydroxide), O (water), Cl (hydrochloric acid). Solvent: C(C)O (ethanol). Run at time 1 hour. The product is C(C)(C)OC=1C=C(C(=O)O)C=CN1 (2-Isopropoxyisonicotinic acid). Isolated yield 66.0%. RXN SMILES: [CH:1]([O:4][C:5]1[CH:6]=[C:7]([CH:10]=[CH:11][N:12]=1)[C:8]#N)([CH3:3])[CH3:2].[OH-:13].[Na+].Cl.[OH2:16]>C(O)C>[CH:1]([O:4][C:5]1[CH:6]=[C:7]([CH:10]=[CH:11][N:12]=1)[C:8]([OH:16])=[O:13])([CH3:3])[CH3:2] |f:1.2|. Reported procedure: A solution of the product of step 1 (1.25 g, 7.71 mmol) in ethanol (20 mL) was treated with 10 N aqueous sodium hydroxide solution (10 mL) and heated to reflux. After 1 hour, the mixture was cooled to room temperature and diluted with water. Concentrated hydrochloric acid was added to attain pH=4, and the resulting precipitate was isolated by filtration. The material was washed with water and dried in vacuo to provide 0.920 g (66%) of product as a white solid: 1H NMR (CDCl3) δ 12.1 (br s, 1H), 8... The reactants are C(CCC(=O)Cl)(=O)Cl (succinyl chloride), Formula IX, NC=1C=C(C=CC1)B(O)O ((3-aminophenyl)boronic acid), dicarboxylic acid, C(CCCCC(=O)Cl)(=O)Cl (adipoyl chloride), C(COCCOCCOCC(=O)Cl)(=O)Cl (3,6,9-trioxaundecanedioyl chloride), C(C(C)C)OC(OCC(C)C)=O.C(COCCOCCOCC(=O)O)(=O)O (3,6,9-trioxaundecanedioic acid diisobutylcarbonate), suberoyl chloride,3,3'-dithiopropionyl chloride, C(C(C)C)OC(OCC(C)C)=O (diisobutylcarbonate). The product is C1(=CC=CC=C1)B(O)O (Phenylboronic acid), Formula IX. RXN SMILES: N[C:2]1[CH:3]=[C:4]([B:8]([OH:10])[OH:9])[CH:5]=[CH:6][CH:7]=1.C(Cl)(=O)CCC(Cl)=O.C(Cl)(=O)CCCCC(Cl)=O.C(OC(=O)OCC(C)C)C(C)C.C(Cl)(=O)COCCOCCOCC(Cl)=O.C(OC(=O)OCC(C)C)C(C)C.C(O)(=O)COCCOCCOCC(O)=O>>[C:4]1([B:8]([OH:10])[OH:9])[CH:5]=[CH:6][CH:7]=[CH:2][CH:3]=1 |f:5.6|. Reported procedure: Phenylboronic acid reagents of General Formula IX are prepared by condensation of (3-aminophenyl)boronic acid with an activated dicarboxylic acid preferably selected from, but not limited to, either succinyl chloride, adipoyl chloride, adiptic acid diisobutylcarbonate, suberoyl chloride,3,3'-dithiopropionyl chloride and 3,6,9-trioxaundecanedioyl chloride and 3,6,9-trioxaundecanedioic acid diisobutylcarbonate. The preparation of a single reagent of General Formula IX has been previously reported ... The reactants are [O-]P(=O)([O-])[O-].[K+].[K+].[K+] (K3PO4), ClC1=C(C=CC=C1)[N+](=O)[O-] (2-chloronitrobenzene), N1C=CC2=CC=CC=C12 (indole), ligand 1, CC(C)(C)[O-].[Na+] (NaOt-Bu), solution. The reagents and catalysts are C=1C=CC(=CC1)/C=C/C(=O)/C=C/C2=CC=CC=C2.C=1C=CC(=CC1)/C=C/C(=O)/C=C/C2=CC=CC=C2.C=1C=CC(=CC1)/C=C/C(=O)/C=C/C2=CC=CC=C2.[Pd].[Pd] (Pd2(dba)3). Run in CCOCC (ether), CCCCCCCCCCCC (dodecane), COCCOC (DME). Reaction conditions: temperature 100 celsius, time 10 minute. Product: [N+](=O)([O-])C1=C(C=CC=C1)N1C=CC2=CC=CC=C12 (N-(2-nitrophenyl) indole). As a reaction SMILES: CC([O-])(C)C.[Na+].[O-]P([O-])([O-])=O.[K+].[K+].[K+].Cl[C:16]1[CH:21]=[CH:20][CH:19]=[CH:18][C:17]=1[N+:22]([O-:24])=[O:23].[NH:25]1[C:33]2[C:28](=[CH:29][CH:30]=[CH:31][CH:32]=2)[CH:27]=[CH:26]1>COCCOC.CCOCC.CCCCCCCCCCCC.C1C=CC(/C=C/C(/C=C/C2C=CC=CC=2)=O)=CC=1.C1C=CC(/C=C/C(/C=C/C2C=CC=CC=2)=O)=CC=1.C1C=CC(/C=C/C(/C=C/C2C=CC=CC=2)=O)=CC=1.[Pd].[Pd]>[N+:22]([C:17]1[CH:18]=[CH:19][CH:20]=[CH:21][C:16]=1[N:25]1[C:33]2[C:28](=[CH:29][CH:30]=[CH:31][CH:32]=2)[CH:27]=[CH:26]1)([O-:24])=[O:23] |f:0.1,2.3.4.5,11.12.13.14.15|. Procedure: A solution of Pd2(dba)3 [92 mg, 0.1 mmol (4.6 mg, 0.005 mmol, 2 mol % Pd per reaction)], ligand 1 (see FIG. 1) [168 mg, 0.4 mmol (8.4 mg, 0.02 mmol, 4 mol % per reaction)] and NaOt-Bu [40 mg, 0.4 mmol (2 mg, 0.02 mmol, 4 mol % per reaction)] were stirred in 10 mL DME (anhy). After 10 minutes, 0.5 mL of the solution was added via syringe to a test tube containing (under an Argon atmosphere) K3PO4 (148 mg, 0.7 mmol), 2-chloronitrobenzene (79 mg, 0.5 mmol), and indole (70 mg, 0.6 mmol). The test tu...